From a dataset of the Open Reaction Database (ORD), a public repository of structured organic reaction records. describe an organic reaction: reactants, conditions, products, and yield The reactants are SC1=CC=C(C=C1)O (4-mercaptophenol), C(C1=CC=CC=C1)O (benzyl alcohol). Reagents/catalysts: C=1(C(=CC=CC1)S(=O)(=O)O)C (toluene sulfonic acid). The solvent is C1=CC=CC=C1 (benzene). Product: C(C1=CC=CC=C1)SC1=CC=C(C=C1)O (4-(Benzylthio)phenol). As a reaction SMILES: [SH:1][C:2]1[CH:7]=[CH:6][C:5]([OH:8])=[CH:4][CH:3]=1.[CH2:9](O)[C:10]1[CH:15]=[CH:14][CH:13]=[CH:12][CH:11]=1>C1(C)C(S(O)(=O)=O)=CC=CC=1.C1C=CC=CC=1>[CH2:9]([S:1][C:2]1[CH:7]=[CH:6][C:5]([OH:8])=[CH:4][CH:3]=1)[C:10]1[CH:15]=[CH:14][CH:13]=[CH:12][CH:11]=1. Procedure details: 4-(Benzylthio)phenol was prepared as follows. Seventy grams of 4-mercaptophenol, 30 drops of toluene sulfonic acid and 100 milliliters of benzene were placed in a flask. Eighty-three grams of benzyl alcohol were added and the flask contents stirred at reflux for five hours to collect the water formed. A white substance precipitated from solution and was filtered. It was washed with hexane. The substance had a melting point of 96° C. to 98° C., a percent sulfur of 14.4 and a hydroxyl number of 25... As a reaction SMILES: [CH2:1]([N:4]1[CH2:7][CH:6]([C:8]2[CH:13]=[CH:12][C:11]([NH2:14])=[CH:10][CH:9]=2)[CH2:5]1)[CH2:2][CH3:3].[F:15][C:16]([F:30])([F:29])[CH2:17][CH2:18][C:19]1[CH:24]=[CH:23][C:22]([S:25](Cl)(=[O:27])=[O:26])=[CH:21][CH:20]=1>C(Cl)Cl.N1C=CC=CC=1>[CH2:1]([N:4]1[CH2:5][CH:6]([C:8]2[CH:9]=[CH:10][C:11]([NH:14][S:25]([C:22]3[CH:21]=[CH:20][C:19]([CH2:18][CH2:17][C:16]([F:15])([F:29])[F:30])=[CH:24][CH:23]=3)(=[O:27])=[O:26])=[CH:12][CH:13]=2)[CH2:7]1)[CH2:2][CH3:3] |f:2.3|. The yield is 11.7%. Solvent: C(Cl)Cl.N1=CC=CC=C1 (CH2Cl2 pyridine). Product: C(CC)N1CC(C1)C1=CC=C(C=C1)NS(=O)(=O)C1=CC=C(C=C1)CCC(F)(F)F (N-[4-(1-Propyl-azetidin-3-yl)-phenyl]-4-(3,3,3-trifluoro-propyl)-benzenesulfonamide). Starting materials: C(CC)N1CC(C1)C1=CC=C(C=C1)N (4-(1-propyl-azetidin-3-yl)phenylamine), FC(CCC1=CC=C(C=C1)S(=O)(=O)Cl)(F)F (4-(3,3,3-trifluoro-propyl)-benzenesulfonyl chloride). Procedure: Following the same procedure as described in example 55, 4-(1-propyl-azetidin-3-yl)phenylamine (100 mg, 0.52 mmol) in CH2Cl2/pyridine 9:1 (12 ml) was treated with 4-(3,3,3-trifluoro-propyl)-benzenesulfonyl chloride (214 mg, 0.78 mmol). Purification of the crude product by flash column chromatography (CH2Cl2:methanol, 95:5) provided the title compound (26 mg, 11%) as a colourless gum. Reactants: C(C)(C)(C)C1=CN(/C(/S1)=N/C(=O)C1=C(OC[C@H]2N(CC2)C(=O)OC(C)(C)C)C=CC(=C1)C(F)(F)F)C[C@@H]1OCCC1 (tert-butyl (2S)-2-{[2-{[(2Z)-5-tert-butyl-3-[(2R)-tetrahydrofuran-2-ylmethyl]-1,3-thiazol-2(3H)-ylidene]carbamoyl}-4-(trifluoromethyl)phenoxy]methyl}azetidine-1-carboxylate), FC(C(=O)O)(F)F (2,2,2-trifluoroacetic acid), C(=O)([O-])[O-].[Na+].[Na+] (Na2CO3). Solvent: C(Cl)Cl (CH2Cl2), C(Cl)Cl (CH2Cl2). The product is N1[C@@H](CC1)COC1=C(C(=O)\N=C\2/SC(=CN2C[C@@H]2OCCC2)C(C)(C)C)C=C(C=C1)C(F)(F)F (2-[(2S)-azetidin-2-ylmethoxy]-N-[(2Z)-5-tert-butyl-3-[(2R)-tetrahydrofuran-2-ylmethyl]-1,3-thiazol-2(3H)-ylidene]-5-(trifluoromethyl)benzamide). The yield is 85.4%. RXN SMILES: [C:1]([C:5]1[S:9]/[C:8](=[N:10]\[C:11]([C:13]2[CH:31]=[C:30]([C:32]([F:35])([F:34])[F:33])[CH:29]=[CH:28][C:14]=2[O:15][CH2:16][C@@H:17]2[CH2:20][CH2:19][N:18]2C(OC(C)(C)C)=O)=[O:12])/[N:7]([CH2:36][C@H:37]2[CH2:41][CH2:40][CH2:39][O:38]2)[CH:6]=1)([CH3:4])([CH3:3])[CH3:2].FC(F)(F)C(O)=O.C([O-])([O-])=O.[Na+].[Na+]>C(Cl)Cl>[NH:18]1[CH2:19][CH2:20][C@H:17]1[CH2:16][O:15][C:14]1[CH:28]=[CH:29][C:30]([C:32]([F:34])([F:33])[F:35])=[CH:31][C:13]=1[C:11](/[N:10]=[C:8]1\[S:9][C:5]([C:1]([CH3:2])([CH3:3])[CH3:4])=[CH:6][N:7]\1[CH2:36][C@H:37]1[CH2:41][CH2:40][CH2:39][O:38]1)=[O:12] |f:2.3.4|. Procedure details: The mixture of Example 2A (478 mg, 0.8 mmol) and 2,2,2-trifluoroacetic acid (616 μL, 8.0 mmol) in CH2Cl2 (10 mL) was stirred at ambient temperature overnight. Saturated aqueous Na2CO3 (20 mL) was added followed by CH2Cl2 (30 mL). The organic layer was washed with brine and concentrated. Purification by gradient flash chromatography (silica gel, 5-30% (Et3N:MeOH, 1:10)/EtOAc) afforded 340 mg (85%) of the title compound. 1H NMR (300 MHz, DMSO-d6) δ ppm 1.32 (s, 9 H), 1.55-1.98 (m, 4 H), 2.04-2.34 ... RXN SMILES: [NH2:1][C:2]1[CH:7]=[CH:6][C:5]([NH:8][CH2:9][C:10]([OH:12])=[O:11])=[CH:4][CH:3]=1.[CH2:13]([O:16][C:17](Cl)=[O:18])[CH:14]=[CH2:15].[OH-:20].[Na+]>>[CH2:13]([O:16][C:17]([NH:1][C:2]1[CH:7]=[CH:6][C:5]([N:8]([C:17]([O:16][CH2:13][CH:14]=[CH2:15])=[O:20])[CH2:9][C:10]([OH:12])=[O:11])=[CH:4][CH:3]=1)=[O:18])[CH:14]=[CH2:15] |f:2.3|. Starting materials: NC1=CC=C(C=C1)NCC(=O)O (N-(4-aminophenyl)-glycine), C(C=C)OC(=O)Cl (chloroformic acid allyl ester), [OH-].[Na+] (sodium hydroxide). Reported procedure: Analogously to Example 6, 3.1 g of N-(4-aminophenyl)-glycine are converted with 4.97 ml of chloroformic acid allyl ester and sodium hydroxide solution into the title compound. Yields the product C(C=C)OC(=O)NC1=CC=C(C=C1)N(CC(=O)O)C(=O)OCC=C (N-(4-allyloxycarbonylaminophenyl)-N-(allyloxycarbonyl)glycine).